describe an organic reaction: reactants, conditions, products, and yield From a dataset of the Open Reaction Database (ORD), a public repository of structured organic reaction records. The reactants are CC(=O)C (acetone), C=CCCCCCCC(CCCCCCCCC)N (octadecen-9-ylamine), P(O)(O)(O)=O (phosphoric acid), P(O)(O)(O)=O (phosphoric acid). Run in C(C)O (ethanol). The product is P(=O)(O)(O)O.C=CCCCCCCC(CCCCCCCCC)N (octadecen-9-ylamine orthophosphate). RXN SMILES: [CH2:1]=[CH:2][CH2:3][CH2:4][CH2:5][CH2:6][CH2:7][CH2:8][CH:9]([NH2:19])[CH2:10][CH2:11][CH2:12][CH2:13][CH2:14][CH2:15][CH2:16][CH2:17][CH3:18].[P:20](=[O:24])([OH:23])([OH:22])[OH:21].CC(C)=O>C(O)C>[P:20]([OH:24])([OH:23])([OH:22])=[O:21].[CH2:1]=[CH:2][CH2:3][CH2:4][CH2:5][CH2:6][CH2:7][CH2:8][CH:9]([NH2:19])[CH2:10][CH2:11][CH2:12][CH2:13][CH2:14][CH2:15][CH2:16][CH2:17][CH3:18] |f:4.5|. Procedure details: 0.1 mole (26.8g) of octadecen-9-ylamine (oleylamine) is dissolved in 100 ml of ethanol and 0.1 mole of phosphoric acid (11.52g of 85% aqueous acid) is added dropwise while stirring. After all the phosphoric acid has been added the resulting solution is stirred for some time. 50 ml of acetone is then added and the resulting product filtered off with a suction filter, washed with a little petroleum ether and reprecipitated once from ethanol. The product sinters at 110° C. The reactants are BrC1=CC=C2C(=CN(C2=C1)C)C=1C(NC(C1C1=CN(C2=CC=CC=C12)C)=O)=O (3-(6-bromo-1-methyl-1H-indol-3-yl)-4-(1-methyl-1H-indol-3-yl)pyrrole-2,5-dione), CN1C(=NC=C1)[Sn](CCCC)(CCCC)CCCC (1-methyl-2-(tributylstannyl)imidazole). Product: CN1C=C(C2=CC=CC=C12)C=1C(NC(C1C1=CN(C2=CC(=CC=C12)C=1N(C=CN1)C)C)=O)=O (3-(1-Methyl-1H-indol-3-yl)-4-[1-methyl-6-(1-methyl-1H-imidazol-2-yl)-1H-indol-3-yl]-pyrrole-2,5-dione). Yield: 38.0%. RXN SMILES: Br[C:2]1[CH:10]=[C:9]2[C:5]([C:6]([C:12]3[C:13](=[O:28])[NH:14][C:15](=[O:27])[C:16]=3[C:17]3[C:25]4[C:20](=[CH:21][CH:22]=[CH:23][CH:24]=4)[N:19]([CH3:26])[CH:18]=3)=[CH:7][N:8]2[CH3:11])=[CH:4][CH:3]=1.[CH3:29][N:30]1[CH:34]=[CH:33][N:32]=[C:31]1[Sn](CCCC)(CCCC)CCCC>>[CH3:26][N:19]1[C:20]2[C:25](=[CH:24][CH:23]=[CH:22][CH:21]=2)[C:17]([C:16]2[C:15](=[O:27])[NH:14][C:13](=[O:28])[C:12]=2[C:6]2[C:5]3[C:9](=[CH:10][C:2]([C:31]4[N:30]([CH3:29])[CH:34]=[CH:33][N:32]=4)=[CH:3][CH:4]=3)[N:8]([CH3:11])[CH:7]=2)=[CH:18]1. Procedure details: 3-(1-Methyl-1H-indol-3-yl)-4-[1-methyl-6-(1-methyl-1H-imidazol-2-yl)-1H-indol-3-yl]-pyrrole-2,5-dione (46 mg, 38%) was prepared from 3-(6-bromo-1-methyl-1H-indol-3-yl)-4-(1-methyl-1H-indol-3-yl)pyrrole-2,5-dione (120 mg, 0.28 mmol) and 1-methyl-2-(tributylstannyl)imidazole (0.8 mL, containing 50% 1-methyl-imidazole) (Molloy, K. C.; Waterfield, P. C.; Mahon, M. F. J. Organonetallic. Chem. 1989, 365, 61.) The reactants are NC(N)=NC=1SC=C(N1)C=1OC(=CC1)CNC(=NC#N)NC (2-(diaminomethyleneamino)-4-[5-(2-cyano-3-methylguanidino)methylfuran-2-yl]thiazole), Cl (hydrogen chloride), CO (methanol). Conditions: temperature 50 celsius, time 5 hour. The product is Cl.Cl.NC(N)=NC=1SC=C(N1)C=1OC(=CC1)CNC(=NC(N)=O)NC (2-(diaminomethyleneamino)-4-[5-(2-carbamoyl-3-methylguanidino)methylfuran-2-yl]thiazole dihydrochloride). Reaction SMILES: [NH2:1][C:2](=[N:4][C:5]1[S:6][CH:7]=[C:8]([C:10]2[O:11][C:12]([CH2:15][NH:16][C:17]([NH:21][CH3:22])=[N:18][C:19]#[N:20])=[CH:13][CH:14]=2)[N:9]=1)[NH2:3].[ClH:23].C[OH:25]>>[ClH:23].[ClH:23].[NH2:1][C:2](=[N:4][C:5]1[S:6][CH:7]=[C:8]([C:10]2[O:11][C:12]([CH2:15][NH:16][C:17]([NH:21][CH3:22])=[N:18][C:19](=[O:25])[NH2:20])=[CH:13][CH:14]=2)[N:9]=1)[NH2:3] |f:3.4.5|. Procedure details: A mixture of 2-(diaminomethyleneamino)-4-[5-(2-cyano-3-methylguanidino)methylfuran-2-yl]thiazole (2.28 g) and 4M-dioxanic hydrogen chloride (10 ml) in methanol (20 ml) was stirred at ambient temperature for 19 hours and further at 50° C. for 5 hours. The resulting precipitate was collected by filtration, washed with methanol, and recrystallized from a mixture of methanol and water to afford 2-(diaminomethyleneamino)-4-[5-(2-carbamoyl-3-methylguanidino)methylfuran-2-yl]thiazole dihydrochloride (1... Reactants: FC1=C(C=CC(=C1)I)NC1=C(C(N(C(N1C)=O)C)=O)C(=O)OC1=CC=CC=C1 (Phenyl 6-(2-fluoro-4-iodophenylamino)-1,3-dimethyl-2,4-dioxo-1,2,3,4-tetrahydropyrimidine-5-carboxylate), NCCO (2-aminoethanol). Yields the product FC1=C(C=CC(=C1)I)NC1=C(C(N(C(N1C)=O)C)=O)C(=O)NCCO (6-(2-Fluoro-4-iodophenylamino)-N-(2-hydroxyethyl)-1,3-dimethyl-2,4-dioxo-1,2,3,4-tetrahydropyrimidine-5-carboxamide). RXN SMILES: [F:1][C:2]1[CH:7]=[C:6]([I:8])[CH:5]=[CH:4][C:3]=1[NH:9][C:10]1[N:15]([CH3:16])[C:14](=[O:17])[N:13]([CH3:18])[C:12](=[O:19])[C:11]=1[C:20](OC1C=CC=CC=1)=[O:21].[NH2:29][CH2:30][CH2:31][OH:32]>>[F:1][C:2]1[CH:7]=[C:6]([I:8])[CH:5]=[CH:4][C:3]=1[NH:9][C:10]1[N:15]([CH3:16])[C:14](=[O:17])[N:13]([CH3:18])[C:12](=[O:19])[C:11]=1[C:20]([NH:29][CH2:30][CH2:31][OH:32])=[O:21]. Procedure: The title compound was synthesized following a similar procedure described in the synthesis of Example 5 by reaction of compound 2A and 2-aminoethanol. 1H NMR (400 MHz, CDCl3) δ ppm 3.10 (s, 3H) 3.39 (s, 3H) 3.53-3.57 (m, 2H) 3.78-3.81 (m, 2H) 6.81 (t, J=8.0 Hz, 1H) 7.47-7.52 (m, 2H) [M+H] calc'd for C15H16FIN4O4, 463; found, 463. The reactants are BrC1=NNC2=C1N=C(C=1C=C(C=CC21)C#N)C2=C(C=CC=C2F)F (3-bromo-5-(2,6-difluorophenyl)-1H-pyrazolo[4,3-c]isoquinoline-7-carbonitrile), C[Si](CCOCCl)(C)C (2-(trimethylsilyl)ethoxymethyl chloride), ice water. Run in CN(C)C=O (DMF), C(C)(C)N(C(C)C)CC (N,N-diisopropylethylamine). Reaction conditions: time 5 hour. Product: BrC1=NN(C2=C1N=C(C=1C=C(C=CC21)C#N)C2=C(C=CC=C2F)F)COCC[Si](C)(C)C (3-bromo-5-(2,6-difluorophenyl)-1-{[2-(trimethylsilyl)ethoxy]methyl}-1H-pyrazolo[4,3-c]isoquinoline-7-carbonitrile). As a reaction SMILES: [Br:1][C:2]1[C:6]2[N:7]=[C:8]([C:17]3[C:22]([F:23])=[CH:21][CH:20]=[CH:19][C:18]=3[F:24])[C:9]3[CH:10]=[C:11]([C:15]#[N:16])[CH:12]=[CH:13][C:14]=3[C:5]=2[NH:4][N:3]=1.[CH3:25][Si:26]([CH3:33])([CH3:32])[CH2:27][CH2:28][O:29][CH2:30]Cl>CN(C=O)C.C(N(CC)C(C)C)(C)C>[Br:1][C:2]1[C:6]2[N:7]=[C:8]([C:17]3[C:22]([F:23])=[CH:21][CH:20]=[CH:19][C:18]=3[F:24])[C:9]3[CH:10]=[C:11]([C:15]#[N:16])[CH:12]=[CH:13][C:14]=3[C:5]=2[N:4]([CH2:30][O:29][CH2:28][CH2:27][Si:26]([CH3:33])([CH3:32])[CH3:25])[N:3]=1. Reported procedure: A 250 ml round-bottomed flask equipped with a magnetic stirrer and with a septum having a top-mounted argon intake is charged with 3.3 g of 3-bromo-5-(2,6-difluorophenyl)-1H-pyrazolo[4,3-c]isoquinoline-7-carbonitrile in 85 ml of DMF, 10.6 ml of N,N-diisopropylethylamine and 3.2 ml of 2-(trimethylsilyl)ethoxymethyl chloride. After 5 h at RT, the mixture is poured into 8 volumes of ice-water. The aqueous phase is extracted with 3 times 200 ml of AcOEt, and the organic extracts are combined, washed... Starting materials: O=C([O-])[O-], CI, CC(C)=O, Oc1c(F)cccc1F, [K+], [K+]. Product: COc1c(F)cccc1F. Reaction SMILES: [C:10](=[O:11])([O-:12])[O-:13].[CH3:16][I:17].[CH3:18][C:19](=[O:20])[CH3:21].[F:1][c:2]1[c:3]([OH:9])[c:4]([F:8])[cH:5][cH:6][cH:7]1.[K+:14].[K+:15]>>[F:1][c:2]1[c:3]([O:9][CH3:10])[c:4]([F:8])[cH:5][cH:6][cH:7]1. Starting materials: COC=1C=C(C=CC1OC)C1=CC2=C(C(=N1)O[C@H](C)[C@@H]1CC(NC1)=O)NC=N2 ((R)-4-((R)-1-(6-(3,4-dimethoxyphenyl)-3H-imidazo[4,5-c]pyridin-4-yloxy)ethyl)pyrrolidin-2-one), C(=O)([O-])[O-].[Cs+].[Cs+] (Cs2CO3), FC(S(=O)(=O)OCC(F)F)(F)F (2,2-difluoroethyl trifluoromethanesulfonate), FC(S(=O)(=O)OCC(F)F)(F)F (2,2-difluoroethyl trifluoromethanesulfonate). Run in CN(C)C=O (DMF), CCOC(=O)C (EtOAc), O (water), [Cl-].[Na+].O (brine). Reaction conditions: time 40 minute. The product is FC(CN1C=NC2=C1C(=NC(=C2)C2=CC(=C(C=C2)OC)OC)O[C@H](C)[C@@H]2CC(NC2)=O)F ((R)-4-((R)-1-(3-(2,2-difluoroethyl)-6-(3,4-dimethoxyphenyl)-3H-imidazo[4,5-c]pyridin-4-yloxy)ethyl)pyrrolidin-2-one). Reaction SMILES: [CH3:1][O:2][C:3]1[CH:4]=[C:5]([C:11]2[N:16]=[C:15]([O:17][C@@H:18]([C@H:20]3[CH2:24][NH:23][C:22](=[O:25])[CH2:21]3)[CH3:19])[C:14]3[NH:26][CH:27]=[N:28][C:13]=3[CH:12]=2)[CH:6]=[CH:7][C:8]=1[O:9][CH3:10].C([O-])([O-])=O.[Cs+].[Cs+].FC(F)(F)S(O[CH2:41][CH:42]([F:44])[F:43])(=O)=O>CN(C=O)C.CCOC(C)=O.O.[Cl-].[Na+].O>[F:43][CH:42]([F:44])[CH2:41][N:26]1[C:14]2[C:15]([O:17][C@@H:18]([C@H:20]3[CH2:24][NH:23][C:22](=[O:25])[CH2:21]3)[CH3:19])=[N:16][C:11]([C:5]3[CH:6]=[CH:7][C:8]([O:9][CH3:10])=[C:3]([O:2][CH3:1])[CH:4]=3)=[CH:12][C:13]=2[N:28]=[CH:27]1 |f:1.2.3,8.9.10|. Procedure details: To a solution of crude (R)-4-((R)-1-(6-(3,4-dimethoxyphenyl)-3H-imidazo[4,5-c]pyridin-4-yloxy)ethyl)pyrrolidin-2-one 3.09 (ca. 0.13 mmol) in DMF (1 mL) was added Cs2CO3 (114 mg, 0.35 mmol) followed by 2,2-difluoroethyl trifluoromethanesulfonate (36 mg, 0.17 mmol). After 40 min, an additional portion of 2,2-difluoroethyl trifluoromethanesulfonate (7 mg, 0.03 mmol) was added. After an additional 30 min, the reaction mixture was diluted with EtOAc (20 mL), water (10 mL), and brine (10 mL). The phas... Reactants: CC1(C)CC(c2ccccn2)c2cc(C(N)=O)ccc2O1, O=C(OO)c1cccc(Cl)c1, ClCCl. Product: CC1(C)CC(c2cccc[n+]2[O-])c2cc(C(N)=O)ccc2O1. As a reaction SMILES: [CH3:1][C:2]1([CH3:21])[O:3][c:4]2[c:5]([cH:14][c:15]([C:18](=[O:19])[NH2:20])[cH:16][cH:17]2)[CH:6]([c:8]2[n:9][cH:10][cH:11][cH:12][cH:13]2)[CH2:7]1.[Cl:22][c:23]1[cH:24][cH:25][cH:26][c:27]([C:28]([O:29][OH:31])=[O:30])[cH:32]1.[Cl:33][CH2:34][Cl:35]>>[CH3:1][C:2]1([CH3:21])[O:3][c:4]2[c:5]([cH:14][c:15]([C:18](=[O:19])[NH2:20])[cH:16][cH:17]2)[CH:6]([c:8]2[n+:9]([O-:30])[cH:10][cH:11][cH:12][cH:13]2)[CH2:7]1.